describe an organic reaction: reactants, conditions, products, and yield From a dataset of the Open Reaction Database (ORD), a public repository of structured organic reaction records. Run at time 3 hour. Procedure details: In 20 ml of chlorobenzene were dissolved 1.1 g (5.0 mmol) of 4-phenyl-1,2,3-thiadiazole-5-carbothioamide and 0.92 g (5.0 mmol) of methyl bromopyruvate. The solution thus obtained was stirred for 3 hours with heating under reflux. After the reaction was completed, the reaction mixture was cooled to room temperature, a saturated aqueous solution of sodium hydrogen carbonate was added thereto, and the objective product was extracted with ethyl acetate. The solvent was distilled off from the extract... The solvent is ClC1=CC=CC=C1 (chlorobenzene). Reaction SMILES: [C:1]1([C:7]2[N:8]=[N:9][S:10][C:11]=2[C:12](=[S:14])[NH2:13])[CH:6]=[CH:5][CH:4]=[CH:3][CH:2]=1.Br[CH2:16][C:17](=O)[C:18]([O:20][CH3:21])=[O:19].C(=O)([O-])O.[Na+]>ClC1C=CC=CC=1>[C:1]1([C:7]2[N:8]=[N:9][S:10][C:11]=2[C:12]2[S:14][CH:16]=[C:17]([C:18]([O:20][CH3:21])=[O:19])[N:13]=2)[CH:2]=[CH:3][CH:4]=[CH:5][CH:6]=1 |f:2.3|. Reactants: C1(=CC=CC=C1)C=1N=NSC1C(N)=S (4-phenyl-1,2,3-thiadiazole-5-carbothioamide), BrCC(C(=O)OC)=O (methyl bromopyruvate), C(O)([O-])=O.[Na+] (sodium hydrogen carbonate). The yield is 48.8%. Yields the product C1(=CC=CC=C1)C=1N=NSC1C=1SC=C(N1)C(=O)OC (methyl 2-(4-phenyl-1,2,3-thiadiazol-5-yl)thiazole-4-carboxylate).